From a dataset of the Open Reaction Database (ORD), a public repository of structured organic reaction records. describe an organic reaction: reactants, conditions, products, and yield Starting materials: C(C=C)O[C@@H]1[C@@H]([C@H](O[C@@H]([C@H]1OC(C1=CC=CC=C1)=O)COC(C1=CC=CC=C1)=O)O[C@@H]1[C@@H]([C@@H](OCC2=CC=CC=C2)O[C@@H]([C@H]1OC(C1=CC=CC=C1)=O)COC(C1=CC=CC=C1)=O)OC(C1=CC=CC=C1)=O)OC(C1=CC=CC=C1)=O (Benzyl 3-O-allyl-2,4,6-tri-O-benzoyl-α-D-mannopyranosyl-(1→3)-2,4,6-tri-O-benzoyl-α-D-mannopyranoside). Reagents/catalysts: [Pd](Cl)Cl (palladium chloride). Run in CO (MeOH), ClCCCl (1,2-dichloroethane). Reaction conditions: temperature 70 celsius, time 2 hour. The product is C(C1=CC=CC=C1)(=O)O[C@@H]1[C@H](O[C@@H]([C@H]([C@@H]1O)OC(C1=CC=CC=C1)=O)COC(C1=CC=CC=C1)=O)O[C@@H]1[C@@H]([C@@H](OCC2=CC=CC=C2)O[C@@H]([C@H]1OC(C1=CC=CC=C1)=O)COC(C1=CC=CC=C1)=O)OC(C1=CC=CC=C1)=O (Benzyl 2,4,6-tri-O-benzoyl-α-D-mannopyranosyl-(1→3)-2,4,6-tri-O-benzoyl-α-D-mannopyranoside). Isolated yield 0.1%. Reaction SMILES: C([O:4][C@H:5]1[C@H:10]([O:11][C:12](=[O:19])[C:13]2[CH:18]=[CH:17][CH:16]=[CH:15][CH:14]=2)[C@@H:9]([CH2:20][O:21][C:22](=[O:29])[C:23]2[CH:28]=[CH:27][CH:26]=[CH:25][CH:24]=2)[O:8][C@H:7]([O:30][C@H:31]2[C@H:44]([O:45][C:46](=[O:53])[C:47]3[CH:52]=[CH:51][CH:50]=[CH:49][CH:48]=3)[C@@H:43]([CH2:54][O:55][C:56](=[O:63])[C:57]3[CH:62]=[CH:61][CH:60]=[CH:59][CH:58]=3)[O:42][C@H:33]([O:34][CH2:35][C:36]3[CH:41]=[CH:40][CH:39]=[CH:38][CH:37]=3)[C@H:32]2[O:64][C:65](=[O:72])[C:66]2[CH:71]=[CH:70][CH:69]=[CH:68][CH:67]=2)[C@H:6]1[O:73][C:74](=[O:81])[C:75]1[CH:80]=[CH:79][CH:78]=[CH:77][CH:76]=1)C=C>CO.ClCCCl.[Pd](Cl)Cl>[C:74]([O:73][C@H:6]1[C@@H:5]([OH:4])[C@H:10]([O:11][C:12](=[O:19])[C:13]2[CH:18]=[CH:17][CH:16]=[CH:15][CH:14]=2)[C@@H:9]([CH2:20][O:21][C:22](=[O:29])[C:23]2[CH:24]=[CH:25][CH:26]=[CH:27][CH:28]=2)[O:8][C@@H:7]1[O:30][C@H:31]1[C@H:44]([O:45][C:46](=[O:53])[C:47]2[CH:48]=[CH:49][CH:50]=[CH:51][CH:52]=2)[C@@H:43]([CH2:54][O:55][C:56](=[O:63])[C:57]2[CH:58]=[CH:59][CH:60]=[CH:61][CH:62]=2)[O:42][C@H:33]([O:34][CH2:35][C:36]2[CH:41]=[CH:40][CH:39]=[CH:38][CH:37]=2)[C@H:32]1[O:64][C:65](=[O:72])[C:66]1[CH:67]=[CH:68][CH:69]=[CH:70][CH:71]=1)(=[O:81])[C:75]1[CH:80]=[CH:79][CH:78]=[CH:77][CH:76]=1. Reported procedure: A solution of the allyl ether 49 (688 mg, 0.627 mmol) in MeOH (6 mL) and 1,2-dichloroethane (6 mL) (0.05 M) was treated with solid palladium chloride (25 mg). The mixture was stirred at 70° C. (external oil bath) for 2 h. TLC indicated complete conversion. The mixture was evaporated onto silica and purified by column chromatography (silica 2.7×17 cm, gradient elution with hexane-EtOAc 200:20, 200:40, 200:50, 210:70, 200:100) to give the alcohol 50 as a colourless gum (0.539 mg, 81%). 1H NMR (CDC... Reactants: COc1c(CO)cccc1Oc1ccccc1Cl, O=S(Cl)Cl, c1ccncc1, c1ccccc1. The product is COc1c(CCl)cccc1Oc1ccccc1Cl. As a reaction SMILES: [CH3:1][O:2][c:3]1[c:4]([CH2:5][OH:6])[cH:7][cH:8][cH:9][c:10]1[O:11][c:12]1[c:13]([Cl:18])[cH:14][cH:15][cH:16][cH:17]1.[S:19]([Cl:20])([Cl:21])=[O:22].[cH:23]1[cH:24][cH:25][n:26][cH:27][cH:28]1.[cH:29]1[cH:30][cH:31][cH:32][cH:33][cH:34]1>>[CH3:1][O:2][c:3]1[c:4]([CH2:5][Cl:21])[cH:7][cH:8][cH:9][c:10]1[O:11][c:12]1[c:13]([Cl:18])[cH:14][cH:15][cH:16][cH:17]1. Starting materials: C(C)(C)(C)OC(=O)NC(C(=O)NCC1=C(C=CC=C1)OC)CC1=CNC2=CC=CC=C12 (2-t-butoxycarbonylamino-3-(1H-indol-3-yl)-N-(2-methoxybenzyl)propanamide), C1(=CC=CC=C1)OC (anisole), FC(C(=O)O)(F)F (trifluoroacetic acid). Solvent: O (water). Reaction conditions: temperature 0 celsius, time 1 hour. Yields the product NC(C(=O)NCC1=C(C=CC=C1)OC)CC1=CNC2=CC=CC=C12 (2-amino-3-(1H-indol-3-yl)-N-(2-methoxybenzyl)propanamide). RXN SMILES: C(OC([NH:8][CH:9]([CH2:22][C:23]1[C:31]2[C:26](=[CH:27][CH:28]=[CH:29][CH:30]=2)[NH:25][CH:24]=1)[C:10]([NH:12][CH2:13][C:14]1[CH:19]=[CH:18][CH:17]=[CH:16][C:15]=1[O:20][CH3:21])=[O:11])=O)(C)(C)C.C1(OC)C=CC=CC=1.FC(F)(F)C(O)=O>O>[NH2:8][CH:9]([CH2:22][C:23]1[C:31]2[C:26](=[CH:27][CH:28]=[CH:29][CH:30]=2)[NH:25][CH:24]=1)[C:10]([NH:12][CH2:13][C:14]1[CH:19]=[CH:18][CH:17]=[CH:16][C:15]=1[O:20][CH3:21])=[O:11]. Reported procedure: To a mixture of the 2-t-butoxycarbonylamino-3-(1H-indol-3-yl)-N-(2-methoxybenzyl)propanamide prepared supra (25.1 g, 59.2 mmoles) and anisole (12 ml, 110.4 mmoles) at 0° C. was added dropwise an aqueous solution of trifluoroacetic acid (118 ml, 1.53 moles) in 50 ml of water. This mixture was stirred for one hour at 0° C., followed by stirring for about 2.5 hours at ambient temperature. The mixture was then refrigerated for about 16 hours. The reactants are Cl.N(C(=N)N)C1=CC=C(C(=O)Cl)C=C1 (4-Carbamimidamidobenzoyl chloride hydrochloride), Cl.N(C(=N)N)C1=CC=C(C(=O)Cl)C=C1 (4-Carbamimidamidobenzoyl chloride hydrochloride), Cl.N(C(=N)N)C1=CC=C(C(=O)Cl)C=C1 (4-Carbamimidamidobenzoyl chloride hydrochloride), O=S1(CCN(CC1)C(CCC1=C(C=C(C=C1)O)C1=NOC(C1)(CC(=O)OC(C)(C)C)CC(=O)OC(C)(C)C)=O)=O (di-tert-butyl 2,2′-(3-(2-(3-(1,1-dioxidothiomorpholin-4-yl)-3-oxopropyl)-5-hydroxyphenyl)-4,5-dihydro-1,2-oxazole-5,5-diyl)diacetate), N1=CC=CC=C1 (pyridine), CN1CCCC1=O (NMP), N1=CC=CC=C1 (Pyridine), CN1CCCC1=O (NMP), Cl.N(C(=N)N)C1=CC=C(C(=O)Cl)C=C1 (4-carbamimidamidobenzoyl chloride hydrochloride), Cl.N(C(=N)N)C1=CC=C(C(=O)Cl)C=C1 (4-carbamimidamidobenzoyl chloride hydrochloride), Cl.N(C(=N)N)C1=CC=C(C(=O)Cl)C=C1 (4-Carbamimidamidobenzoyl chloride hydrochloride). Solvent: C(C)#N (acetonitrile). Conditions: time 30 minute. The product is N(C(=N)N)C1=CC=C(C(=O)OC2=CC(=C(C=C2)CCC(=O)N2CCS(CC2)(=O)=O)C2=NOC(C2)(CC(OC(C)(C)C)=O)CC(=O)OC(C)(C)C)C=C1 (3-(5,5-Bis(2-tert-butoxy-2-oxoethyl)-4,5-dihydro-1,2-oxazol-3-yl)-4-(3-(1,1-dioxidothiomorpholin-4-yl)-3-oxopropyl)phenyl 4-carbamimidamidobenzoate). The yield is 27.4%. Reaction SMILES: Cl.[NH:2]([C:6]1[CH:14]=[CH:13][C:9]([C:10](Cl)=[O:11])=[CH:8][CH:7]=1)[C:3]([NH2:5])=[NH:4].[O:15]=[S:16]1(=[O:54])[CH2:21][CH2:20][N:19]([C:22](=[O:53])[CH2:23][CH2:24][C:25]2[CH:30]=[CH:29][C:28]([OH:31])=[CH:27][C:26]=2[C:32]2[CH2:36][C:35]([CH2:45][C:46]([O:48][C:49]([CH3:52])([CH3:51])[CH3:50])=[O:47])([CH2:37][C:38]([O:40][C:41]([CH3:44])([CH3:43])[CH3:42])=[O:39])[O:34][N:33]=2)[CH2:18][CH2:17]1.N1C=CC=CC=1.CN1C(=O)CCC1>C(#N)C>[NH:2]([C:6]1[CH:14]=[CH:13][C:9]([C:10]([O:31][C:28]2[CH:29]=[CH:30][C:25]([CH2:24][CH2:23][C:22]([N:19]3[CH2:18][CH2:17][S:16](=[O:15])(=[O:54])[CH2:21][CH2:20]3)=[O:53])=[C:26]([C:32]3[CH2:36][C:35]([CH2:45][C:46]([O:48][C:49]([CH3:52])([CH3:51])[CH3:50])=[O:47])([CH2:37][C:38](=[O:39])[O:40][C:41]([CH3:44])([CH3:42])[CH3:43])[O:34][N:33]=3)[CH:27]=2)=[O:11])=[CH:8][CH:7]=1)[C:3]([NH2:5])=[NH:4] |f:0.1|. Procedure: 4-Carbamimidamidobenzoyl chloride hydrochloride (56.4 mg) was added to a mixture of di-tert-butyl 2,2′-(3-(2-(3-(1,1-dioxidothiomorpholin-4-yl)-3-oxopropyl)-5-hydroxyphenyl)-4,5-dihydro-1,2-oxazole-5,5-diyl)diacetate (140 mg), pyridine (0.2 mL), and NMP (0.2 mL) at 50 C, and the obtained mixture was stirred at 50 C for 30 minutes. 4-Carbamimidamidobenzoyl chloride hydrochloride (56.4 mg) was further added thereto, and the obtained mixture was stirred at 50 C for 30 minutes. 4-Carbamimidamidobenz... The reactants are C1CCOC1, CC(=O)O, CN, O=CC(C(O)C1CCCCC1)N1C(=O)c2ccccc2C1=O. Product: CNCC(C(O)C1CCCCC1)N1C(=O)c2ccccc2C1=O. As a reaction SMILES: [CH2:29]1[O:30][CH2:31][CH2:32][CH2:33]1.[CH3:23][C:24](=[O:25])[OH:26].[CH3:27][NH2:28].[CH:1]1([CH:7]([CH:8]([CH:9]=[O:10])[N:11]2[C:12](=[O:21])[c:13]3[cH:14][cH:15][cH:16][cH:17][c:18]3[C:19]2=[O:20])[OH:22])[CH2:2][CH2:3][CH2:4][CH2:5][CH2:6]1>>[CH:1]1([CH:7]([CH:8]([CH2:9][NH:28][CH3:27])[N:11]2[C:12](=[O:21])[c:13]3[cH:14][cH:15][cH:16][cH:17][c:18]3[C:19]2=[O:20])[OH:22])[CH2:2][CH2:3][CH2:4][CH2:5][CH2:6]1. The reactants are CC(=O)[O-], CC(=O)[O-], ClCCl, [Cu+2], OB(O)c1ccccc1, O=C1CCc2cc(O)ccc21, c1ccncc1. Reaction SMILES: [C:30]([O-:31])(=[O:32])[CH3:33].[C:35]([O-:36])(=[O:37])[CH3:38].[Cl:27][CH2:28][Cl:29].[Cu+2:34].[OH:12][B:13]([OH:14])[c:15]1[cH:16][cH:17][cH:18][cH:19][cH:20]1.[OH:1][c:2]1[cH:3][c:4]2[c:8]([cH:9][cH:10]1)[C:7](=[O:11])[CH2:6][CH2:5]2.[cH:21]1[cH:22][cH:23][n:24][cH:25][cH:26]1>>[O:1]([c:2]1[cH:3][c:4]2[c:8]([cH:9][cH:10]1)[C:7](=[O:11])[CH2:6][CH2:5]2)[c:15]1[cH:16][cH:17][cH:18][cH:19][cH:20]1. Yields the product O=C1CCc2cc(Oc3ccccc3)ccc21.